This data is from the Open Reaction Database (ORD), a public repository of structured organic reaction records. The task is: describe an organic reaction: reactants, conditions, products, and yield Reactants: [Na+].C1(CCCCC1)C(=O)[O-] (cyclohexanecarboxylic acid sodium salt), BrCCC (1-bromopropane). Solvent: C1CCOC1 (THF), C1CCOC1 (THF). Reaction conditions: temperature 50 celsius, time 72 hour. Product: C(CC)OC(=O)C1CCCCC1 (cyclohexanecarboxylic acid n-propyl ester). The yield is 74.1%. As a reaction SMILES: [Na+].[CH:2]1([C:8]([O-:10])=[O:9])[CH2:7][CH2:6][CH2:5][CH2:4][CH2:3]1.Br[CH2:12][CH2:13][CH3:14]>C1COCC1>[CH2:12]([O:9][C:8]([CH:2]1[CH2:7][CH2:6][CH2:5][CH2:4][CH2:3]1)=[O:10])[CH2:13][CH3:14] |f:0.1|. Procedure: To cyclohexanecarboxylic acid sodium salt (5.0 g, 33.3 mmol) in THF (80 mL) tetrabutylammonium bromide (1.074 g, 3.33 mmol) and 1-bromopropane (4.545 g, 49.95 mmol) in THF (120 mL) were added. The mixture was stirred 72 h at 50° C., cooled to room temperature and filtered. The precipitate was washed with THF. The filtrate was concentrated and the residue diluted with TBME. The solution was washed with water and the aqueous phases were re-extracted with TBME. The organic phases were combined, dri... The reactants are FC(C(=O)O)(F)F (trifluoroacetic acid), C(C)(C)(C)OC(CC(CC(CC)=O)=O)=O (3,5-Dioxoheptanoic acid-t-butyl ester). Run in FC(C(=O)OC(C(F)(F)F)=O)(F)F (trifluoroacetic anhydride). The product is C(C)C1=CC(=CC(O1)=O)O (6-Ethyl-4-hydroxypyran-2-one). Isolated yield 45.0%. RXN SMILES: FC(F)(F)C(O)=O.C([O:12][C:13](=[O:22])[CH2:14][C:15](=[O:21])[CH2:16][C:17](=O)[CH2:18][CH3:19])(C)(C)C>FC(F)(F)C(OC(=O)C(F)(F)F)=O>[CH2:18]([C:17]1[O:16][C:15](=[O:21])[CH:14]=[C:13]([OH:12])[CH:22]=1)[CH3:19]. Procedure details: A solution of 25% (v/v) trifluoroacetic acid (TFA) in trifluoroacetic anhydride (TFAA, 1117 mL) was placed in a 2 liter round bottom flask and cooled in an ice bath for 40 minutes. Crude compound U was loaded into an addition funnel and slowly added to the stirred mixture over 2 hours. The reaction was allowed to warm up to room temperature overnight. The TFA/TFAA solution was removed by rotary evaporation. Residual TFA could be removed azeotropically with toluene. The residue was then purified ... Starting materials: C([O-])([O-])=O.[K+].[K+] (potassium carbonate), OC1=CC=C(C=C1)C1=NN(C(O1)=O)CCOC (5-(4-hydroxyphenyl)-3-methoxyethyl-1,3,4-oxadiazol-2(3H)-one), S(C)(=O)(=O)OCC1COCCC1 (3-tetrahydropyranylmethyl mesylate). Run in C(C)#N (acetonitrile), C(C)#N (acetonitrile). The product is O1CC(CCC1)COC1=CC=C(C=C1)C1=NN(C(O1)=O)CCOC (5-[4-(tetrahydropyran-3-ylmethoxy)phenyl]-3-methoxyethyl-1,3,4-oxadiazol-2(3H)-one). Yield: 24.7%. Reaction SMILES: [OH:1][C:2]1[CH:7]=[CH:6][C:5]([C:8]2[O:12][C:11](=[O:13])[N:10]([CH2:14][CH2:15][O:16][CH3:17])[N:9]=2)=[CH:4][CH:3]=1.C(=O)([O-])[O-].[K+].[K+].S(O[CH2:29][CH:30]1[CH2:35][CH2:34][CH2:33][O:32][CH2:31]1)(=O)(=O)C>C(#N)C>[O:32]1[CH2:33][CH2:34][CH2:35][CH:30]([CH2:29][O:1][C:2]2[CH:3]=[CH:4][C:5]([C:8]3[O:12][C:11](=[O:13])[N:10]([CH2:14][CH2:15][O:16][CH3:17])[N:9]=3)=[CH:6][CH:7]=2)[CH2:31]1 |f:1.2.3|. Procedure: 2 g of 5-(4-hydroxyphenyl)-3-methoxyethyl-1,3,4-oxadiazol-2(3H)-one are dissolved in acetonitrile, followed by addition of 2.92 g of potassium carbonate and a solution of 3.12 g of 3-tetrahydropyranylmethyl mesylate in acetonitrile. The mixture is heated to reflux for 5 h and then filtered, diluted with ethyl acetate and washed with three times 50 ml of 2N sodium hydroxide. The organic phase is then washed with water until neutral, dried over sodium sulphate and filtered, and the solvent is then... The reactants are C1(=CCCCC1)C1=C(C=C(C(=O)O)C=C1)CC (4-(1-cyclohexen-1-yl)-3-ethylbenzoic acid). Reagents/catalysts: [Pd] (palladium on carbon). The solvent is CO (methanol). The product is C1(CCCCC1)C1=C(C=C(C(=O)O)C=C1)CC (4-Cyclohexyl-3-ethylbenzoic acid). The yield is 97.7%. RXN SMILES: [C:1]1([C:7]2[CH:15]=[CH:14][C:10]([C:11]([OH:13])=[O:12])=[CH:9][C:8]=2[CH2:16][CH3:17])[CH2:6][CH2:5][CH2:4][CH2:3][CH:2]=1>CO.[Pd]>[CH:1]1([C:7]2[CH:15]=[CH:14][C:10]([C:11]([OH:13])=[O:12])=[CH:9][C:8]=2[CH2:16][CH3:17])[CH2:2][CH2:3][CH2:4][CH2:5][CH2:6]1. Procedure: 4-(1-cyclohexen-1-yl)-3-ethylbenzoic acid (D18) (803 mg, 3.49 mmol) was dissolved in methanol (70 mL) and hydrogenated on an H-Cube using a palladium on carbon cartridge. The product solution was concentrated in vacuo to give the title compound as a white solid (792 mg, 3.41 mmol). δH (methanol-d4, 400 MHz): 7.82-7.68 (2H, m), 7.33 (1H, d), 2.83 (1H, m), 2.73 (2H, q), 1.87 (2H, m), 1.85-1.70 (3H, m), 1.58-1.30 (5H, m), 1.22 (3H, t). LCMS (ES): no mass ion observed. Reactants: BrC=1C=C(N(C1C(=O)C1=CC=C(C=C1)C)C)CC(=O)OCC (ethyl 4-bromo-1-methyl-5-(p-toluoyl)pyrrole-2-acetate), Cl (hydrochloride). The solvent is [OH-].[Na+] (sodium hydroxide). The product is BrC=1C=C(N(C1C(=O)C1=CC=C(C=C1)C)C)CC(=O)O (4-bromo-1-methyl-5-(p-toluoyl)pyrrole-2-acetic acid). Reaction SMILES: [Br:1][C:2]1[CH:3]=[C:4]([CH2:17][C:18]([O:20]CC)=[O:19])[N:5]([CH3:16])[C:6]=1[C:7]([C:9]1[CH:14]=[CH:13][C:12]([CH3:15])=[CH:11][CH:10]=1)=[O:8].Cl>[OH-].[Na+]>[Br:1][C:2]1[CH:3]=[C:4]([CH2:17][C:18]([OH:20])=[O:19])[N:5]([CH3:16])[C:6]=1[C:7]([C:9]1[CH:10]=[CH:11][C:12]([CH3:15])=[CH:13][CH:14]=1)=[O:8] |f:2.3|. Procedure: A suspension of 2.6 g. (0.0715 mole) of ethyl 4-bromo-1-methyl-5-(p-toluoyl)pyrrole-2-acetate in 14.4 ml of 0.5N sodium hydroxide solution is heated under reflux for 30 minutes. It is then poured into dilute hydrochloride acid and the precipitated solid is filtered and air dried. Recrystallization of this precipitate from ether by addition of cyclohexane and evaporation of the ether until crystallization occurs yields as a white solid 4-bromo-1-methyl-5-(p-toluoyl)pyrrole-2-acetic acid; m.p. 155... The reactants are COC(=O)NC=1C(OC(C1)C1=C(C(=CC=C1)OC)OC)=O (3-methoxycarbonylamino-5(2,3-dimethoxyphenyl)-2,5-dihydro-furan-2-one). The reagents and catalysts are [Pd] (Pd/C). The solvent is CO (CH3OH). Conditions: temperature 64 celsius, time 30 minute. Product: COC(=O)NC(C(=O)O)CCC1=C(C(=CC=C1)OC)OC (2-Methoxycarbonylamino-4-(2,3-dimethoxyphenyl)butyric acid). The yield is 93.0%. As a reaction SMILES: [CH3:1][O:2][C:3]([NH:5][C:6]1[C:7](=[O:21])[O:8][CH:9]([C:11]2[CH:16]=[CH:15][CH:14]=[C:13]([O:17][CH3:18])[C:12]=2[O:19][CH3:20])[CH:10]=1)=[O:4]>[Pd].CO>[CH3:1][O:2][C:3]([NH:5][CH:6]([CH2:10][CH2:9][C:11]1[CH:16]=[CH:15][CH:14]=[C:13]([O:17][CH3:18])[C:12]=1[O:19][CH3:20])[C:7]([OH:21])=[O:8])=[O:4]. Procedure details: 150 g of 3-methoxycarbonylamino-5(2,3-dimethoxyphenyl)-2,5-dihydro-furan-2-one and 1190 ml of CH3OH are placed into 2000 ml flasks of a Parr hydrogenator, then they are heated until complete dissolution with stirring (T about 64° C.); 30 g of 5% Pd/C are added and hydrogenation is started at 35 psi until H2 is no longer absorbed (about 60 minutes). The disappearance of the starting compound is checked by TLC, then the mixture is filtered through Celite and the filtrate is evaporated to dryness, ... The reactants are C([O-])([O-])=O.[K+].[K+] (potassium carbonate), ClC1=CC=C(C=C1)C1=C(CCl)C=C(C=C1)OC (2-(4-chlorophenyl)-5-methoxybenzyl chloride), IC1=CC=C(C=C1)O (4-Iodophenol). Run in CC(=O)C (acetone). Product: ClC1=CC=C(C=C1)C1=C(C=C(C=C1)OC)COC1=CC=C(C=C1)I (4′-chloro-2-(4-iodophenoxymethyl)-4-methoxybiphenyl). The yield is 98.8%. Reaction SMILES: [I:1][C:2]1[CH:7]=[CH:6][C:5]([OH:8])=[CH:4][CH:3]=1.C(=O)([O-])[O-].[K+].[K+].[Cl:15][C:16]1[CH:21]=[CH:20][C:19]([C:22]2[CH:29]=[CH:28][C:27]([O:30][CH3:31])=[CH:26][C:23]=2[CH2:24]Cl)=[CH:18][CH:17]=1>CC(C)=O>[Cl:15][C:16]1[CH:17]=[CH:18][C:19]([C:22]2[CH:29]=[CH:28][C:27]([O:30][CH3:31])=[CH:26][C:23]=2[CH2:24][O:8][C:5]2[CH:6]=[CH:7][C:2]([I:1])=[CH:3][CH:4]=2)=[CH:20][CH:21]=1 |f:1.2.3|. Procedure details: 4-Iodophenol (5.0 g) was dissolved in acetone (50 ml), and potassium carbonate (4.7 g) and 4′-chloro-2-chloromethyl-4-methoxybiphenyl (6.0 g) obtained in Example 241, Step 4 were added. The mixture was refluxed for 10 hr. The reaction mixture was concentrated and 4N aqueous sodium hydroxide solution (50 ml) was added. The precipitated crystals were collected by filtration, washed with water, and dried under reduced pressure to give the title compound (10.0 g, yield 98%). The reactants are Cl, CC(N)C(O)c1cccc(Br)c1, O=C(O)c1ccc(Cl)cc1NS(=O)(=O)c1cccc2nsnc12. Yields the product CC(NC(=O)c1ccc(Cl)cc1NS(=O)(=O)c1cccc2nsnc12)C(O)c1cccc(Br)c1. As a reaction SMILES: [ClH:24].[NH2:25][CH:26]([CH:27]([OH:28])[c:29]1[cH:30][c:31]([Br:35])[cH:32][cH:33][cH:34]1)[CH3:36].[n:1]1[c:2]2[c:3]([n:4][s:5]1)[c:6]([S:10](=[O:11])(=[O:12])[NH:13][c:14]1[c:15]([C:16](=[O:17])[OH:18])[cH:19][cH:20][c:21]([Cl:23])[cH:22]1)[cH:7][cH:8][cH:9]2>>[n:1]1[c:2]2[c:3]([n:4][s:5]1)[c:6]([S:10](=[O:11])(=[O:12])[NH:13][c:14]1[c:15]([C:16](=[O:17])[NH:25][CH:26]([CH:27]([OH:28])[c:29]3[cH:30][c:31]([Br:35])[cH:32][cH:33][cH:34]3)[CH3:36])[cH:19][cH:20][c:21]([Cl:23])[cH:22]1)[cH:7][cH:8][cH:9]2. Reactants: material, O.C1(=CC=C(C=C1)S(=O)(=O)O)C (p-toluenesulfonic acid monohydrate), C1(=CC=CC=C1)/C=C/CO ((E)-3-phenylprop-2-en-1-ol), CC1=C(C=CC=C1O)O (2-methylbenzene-1,3-diol), O.C1(=CC=C(C=C1)S(=O)(=O)O)C (p-toluenesulfonic acid monohydrate), C(C=CC1=CC=CC=C1)C1=C(C(=C(C=C1)O)C)O (4-cinnamyl-2-methylbenzene-1,3-diol), C(C=CC1=CC=CC=C1)C1=C(C(=C(C(=C1)CC=CC1=CC=CC=C1)O)C)O (4,6-dicinnamyl-2-methylbenzene-1,3-diol). The solvent is C1(=CC=CC=C1)C (toluene), CCOC(=O)C (EtOAc), ClCCCl (1,2-dichloroethane). Product: CC=1C(=CC=C2CCC(OC12)C1=CC=CC=C1)O (8-methyl-2-phenylchroman-7-ol). Reaction SMILES: C1(/C=C/CO)C=CC=CC=1.CC1C(O)=CC=CC=1O.O.C1(C)C=CC(S(O)(=O)=O)=CC=1.[CH2:32]([C:41]1[CH:46]=[CH:45][C:44]([OH:47])=[C:43]([CH3:48])[C:42]=1[OH:49])[CH:33]=[CH:34][C:35]1[CH:40]=[CH:39][CH:38]=[CH:37][CH:36]=1.C(C1C=C(CC=CC2C=CC=CC=2)C(O)=C(C)C=1O)C=CC1C=CC=CC=1>ClCCCl.C1(C)C=CC=CC=1.CCOC(C)=O>[CH3:48][C:43]1[C:44]([OH:47])=[CH:45][CH:46]=[C:41]2[C:42]=1[O:49][CH:34]([C:35]1[CH:36]=[CH:37][CH:38]=[CH:39][CH:40]=1)[CH2:33][CH2:32]2 |f:2.3|. Procedure details: Step 1 A suspension of (E)-3-phenylprop-2-en-1-ol (2.22 g, 16.51 mmol) and 2-methylbenzene-1,3-diol (2.05 g, 16.51 mmol) in 1,2-dichloroethane (100 mL) was treated with p-toluenesulfonic acid monohydrate (0.157 g, 0.826 mmol) and the mixture was heated at reflux for 1 h. The mixture was cooled to rt and concentrated, and the residue was subjected to column chromatography (eluting with a gradient from 90:10 to 75:25 hexane-EtOAc) provided a mixture of 4-cinnamyl-2-methylbenzene-1,3-diol and 4,6-d... Yield: 92.3%. The solvent is CS(=O)C (dimethyl sulfoxide). Procedure details: A solution of 5.08 g of 3-(1,4-dimethoxy-2-naphthyl)propyl iodide (prepared as described in Preparation 30), and 0.70 g of sodium cyanide in 60 ml of dry dimethyl sulfoxide was stirred at 60° C. (external temperature) for 80 minutes. At the end of this time, the reaction mixture was cooled and poured into water, after which it was extracted with ethyl acetate. The extract was dried over anhydrous sodium sulfate and the solvent was removed by distillation under reduced pressure. The resulting res... Yields the product COC1=C(C=C(C2=CC=CC=C12)OC)CCCC#N (4-(1,4-Dimethoxy-2-naphthyl)butyronitrile). As a reaction SMILES: [CH3:1][O:2][C:3]1[C:12]2[C:7](=[CH:8][CH:9]=[CH:10][CH:11]=2)[C:6]([O:13][CH3:14])=[CH:5][C:4]=1[CH2:15][CH2:16][CH2:17]I.[C-:19]#[N:20].[Na+].O>CS(C)=O>[CH3:1][O:2][C:3]1[C:12]2[C:7](=[CH:8][CH:9]=[CH:10][CH:11]=2)[C:6]([O:13][CH3:14])=[CH:5][C:4]=1[CH2:15][CH2:16][CH2:17][C:19]#[N:20] |f:1.2|. Starting materials: COC1=C(C=C(C2=CC=CC=C12)OC)CCCI (3-(1,4-dimethoxy-2-naphthyl)propyl iodide), [C-]#N.[Na+] (sodium cyanide), O (water).